From a dataset of the Open Reaction Database (ORD), a public repository of structured organic reaction records. describe an organic reaction: reactants, conditions, products, and yield The reactants are C(C)(C)(C)OC(=O)N[C@@H]1CC[C@H](CC1)OC1=C2C(=CN=CC2=CC=C1)Br (trans-N-(tert-butoxycarbonyl)-4-[(4-bromo-5-isoquinolyl)oxy]cyclohexylamine), Cl.CO (hydrogen chloride methanol). Yields the product Cl.BrC1=CN=CC2=CC=CC(=C12)O[C@@H]1CC[C@H](CC1)N (trans-4-[(4-bromo-5-isoquinolyl)oxy]cyclohexylamine hydrochloride). RXN SMILES: C(OC([NH:8][C@H:9]1[CH2:14][CH2:13][C@H:12]([O:15][C:16]2[CH:25]=[CH:24][CH:23]=[C:22]3[C:17]=2[C:18]([Br:26])=[CH:19][N:20]=[CH:21]3)[CH2:11][CH2:10]1)=O)(C)(C)C.[ClH:27].CO>>[ClH:27].[Br:26][C:18]1[C:17]2[C:22](=[CH:23][CH:24]=[CH:25][C:16]=2[O:15][C@H:12]2[CH2:13][CH2:14][C@H:9]([NH2:8])[CH2:10][CH2:11]2)[CH:21]=[N:20][CH:19]=1 |f:1.2,3.4|. Procedure: According to the method of Example 1, Step C, deprotection was performed (room temperature, 2 hours) by using Intermediate 121 (49.4 mg) and 10% hydrogen chloride/methanol solution (2 ml). The solvent was evaporated under reduced pressure, and the residue was added with methanol (0.5 ml) and diethyl ether (1.5 ml). The deposited precipitates were collected by filtration and washed with diethyl ether to obtain the title compound (44.3 mg).